Dataset: the Open Reaction Database (ORD), a public repository of structured organic reaction records. Task: describe an organic reaction: reactants, conditions, products, and yield Starting materials: COC(=O)CC(CCc1ccc(N)cc1)c1cccc(C#N)c1, C, O=S(=O)(O)O, c1ccccc1. Yields the product COC(=O)CC(CCc1ccc(NS(C)(=O)=O)cc1)c1cccc(C#N)c1. Reaction SMILES: [C:1](#[N:2])[c:3]1[cH:4][c:5]([CH:9]([CH2:10][C:11](=[O:12])[O:13][CH3:14])[CH2:15][CH2:16][c:17]2[cH:18][cH:19][c:20]([NH2:23])[cH:21][cH:22]2)[cH:6][cH:7][cH:8]1.[CH4:29].[S:24](=[O:25])([OH:26])(=[O:27])[OH:28].[cH:30]1[cH:31][cH:32][cH:33][cH:34][cH:35]1>>[C:1](#[N:2])[c:3]1[cH:4][c:5]([CH:9]([CH2:10][C:11](=[O:12])[O:13][CH3:14])[CH2:15][CH2:16][c:17]2[cH:18][cH:19][c:20]([NH:23][S:24](=[O:25])(=[O:28])[CH3:29])[cH:21][cH:22]2)[cH:6][cH:7][cH:8]1. Reactants: C(C1=CC=CC=C1)(=O)N1C=NC=C1 (1-benzoylimidazole), BrCC1=CC=C(C=CC(=O)OC)C=C1 (methyl 4-bromomethylcinnamate). Solvent: C(C)#N (acetonitrile). Run at time 5 hour. Yields the product [Br-].C(C1=CC=CC=C1)(=O)[N+]1=CN(C=C1)CC1=CC=C(C=C1)C=CC(=O)OC (1-benzoyl-3-[4-(2-methoxycarbonylvinyl)benzyl]imidazolium bromide). Isolated yield 83.0%. RXN SMILES: [C:1]([N:9]1[CH:13]=[CH:12][N:11]=[CH:10]1)(=[O:8])[C:2]1[CH:7]=[CH:6][CH:5]=[CH:4][CH:3]=1.[Br:14][CH2:15][C:16]1[CH:27]=[CH:26][C:19]([CH:20]=[CH:21][C:22]([O:24][CH3:25])=[O:23])=[CH:18][CH:17]=1>C(#N)C>[Br-:14].[C:1]([N+:9]1[CH:13]=[CH:12][N:11]([CH2:15][C:16]2[CH:17]=[CH:18][C:19]([CH:20]=[CH:21][C:22]([O:24][CH3:25])=[O:23])=[CH:26][CH:27]=2)[CH:10]=1)(=[O:8])[C:2]1[CH:3]=[CH:4][CH:5]=[CH:6][CH:7]=1 |f:3.4|. Procedure details: To 5 ml of dry acetonitrile were added 1.7 g of 1-benzoylimidazole and 2.6 g of methyl 4-bromomethylcinnamate, and the mixture was stirred for 5 hours at room temperature. The precipitated crystals were collected by filtration and recrystallized from acetonitrile/diethyl ether to yield 3.5 g of 1-benzoyl-3-[4-(2-methoxycarbonylvinyl)benzyl]imidazolium bromide.